Dataset: the Open Reaction Database (ORD), a public repository of structured organic reaction records. Task: describe an organic reaction: reactants, conditions, products, and yield The reactants are COC1=CC(=C(C=C1)NC(C)=O)C (N-(4-methoxy-2-methylphenyl)acetamide), [N+](=O)(O)[O-] (nitric acid). Run in C(C)(=O)O (acetic acid). Product: COC1=CC(=C(C=C1[N+](=O)[O-])NC(C)=O)C (N-(4-Methoxy-2-methyl-5-nitrophenyl)acetamide). The yield is 53.0%. Reaction SMILES: [CH3:1][O:2][C:3]1[CH:8]=[CH:7][C:6]([NH:9][C:10](=[O:12])[CH3:11])=[C:5]([CH3:13])[CH:4]=1.[N+:14]([O-])([OH:16])=[O:15]>C(O)(=O)C>[CH3:1][O:2][C:3]1[C:8]([N+:14]([O-:16])=[O:15])=[CH:7][C:6]([NH:9][C:10](=[O:12])[CH3:11])=[C:5]([CH3:13])[CH:4]=1. Procedure details: 34 g(0.19 mol) of N-(4-methoxy-2-methylphenyl)acetamide were added in small portions to a mixture of 40 ml of glacial acetic acid and 70 ml of fuming nitric acid at −10 to −15° C. These portions were such that the temperature did not rise above −10° C. The reaction mixture was then poured onto ice. The resulting precipitate was filtered off with suction and washed with water, ethanol and diethyl ether. 22.5 g (53%) of the desired product were obtained.